From a dataset of the Open Reaction Database (ORD), a public repository of structured organic reaction records. describe an organic reaction: reactants, conditions, products, and yield The reactants are C(CC(=O)C)(=O)OC(C)(C)C (tert-Butyl acetoacetate), COC=1C=C(N)C=C(C1)OC (3,5-dimethoxyaniline), O (Water), CS(=O)(=O)O (Methanesulfonic acid). Run in C=1(C(=CC=CC1)C)C (xylene). Conditions: temperature 125 celsius, time 10 minute. Product: COC1=C2C(=CC(NC2=CC(=C1)OC)=O)C (5,7-Dimethoxy-4-methyl-2(1H)-quinolinone). RXN SMILES: [C:1](OC(C)(C)C)(=[O:6])[CH2:2][C:3]([CH3:5])=O.[CH3:12][O:13][C:14]1[CH:15]=[C:16]([CH:18]=[C:19]([O:21][CH3:22])[CH:20]=1)[NH2:17].CS(O)(=O)=O.O>C1(C)C(C)=CC=CC=1>[CH3:22][O:21][C:19]1[CH:20]=[C:14]([O:13][CH3:12])[CH:15]=[C:16]2[C:18]=1[C:3]([CH3:5])=[CH:2][C:1](=[O:6])[NH:17]2. Procedure: tert-Butyl acetoacetate (1.58 g) was heated to 120° C. and 3,5-dimethoxyaniline (1.53 g) dissolved in xylene (4 ml) was added. The mixture was heated at 120-130° C. for 20 minutes and then cooled to room temperature. Methanesulfonic acid (2 ml) was added and the mixture was stirred at ambient temperature for 10 minutes. Water (40 ml) was added and the precipitate filtered and dried. Yield 1.31 g (60%).